describe an organic reaction: reactants, conditions, products, and yield From a dataset of the Open Reaction Database (ORD), a public repository of structured organic reaction records. Starting materials: CN(C)C=O (DMF), C(C(=O)Cl)(=O)Cl (Oxalyl chloride), ClC1=C(C(=O)O)C=CC(=C1)NC(C(C)C)=O (2-chloro-4-(2'-methylpropionamido)benzoic acid). The reagents and catalysts are CN(C)C=O (DMF). Solvent: C1CCOC1 (THF), C1CCOC1 (THF). Conditions: time 4 hour. Product: ClC1=C(C(=O)Cl)C=CC(=C1)NC(C(C)C)=O (2-chloro-4-(2'-methylpropionamido)benzoyl chloride). Reaction SMILES: [C:1](Cl)(=O)[C:2]([Cl:4])=[O:3].[Cl:7][C:8]1[CH:16]=[C:15]([NH:17][C:18](=[O:22])[CH:19]([CH3:21])[CH3:20])[CH:14]=[CH:13]C=1C(O)=O.CN(C=O)C>C1COCC1.CN(C=O)C>[Cl:7][C:8]1[CH:16]=[C:15]([NH:17][C:18](=[O:22])[CH:19]([CH3:20])[CH3:21])[CH:14]=[CH:13][C:1]=1[C:2]([Cl:4])=[O:3]. Reported procedure: Oxalyl chloride (0.63 g) in dry THF (5 ml) was added dropwise over 5 minutes to a solution of 2-chloro-4-(2'-methylpropionamido)benzoic acid (1.0 g) in dry THF (5 ml) at room temperature. After completion of the addition, dry DMF (1 drop) was added causing vigorous effervescence and a slight temperature rise. After stirring for 4 hours and addition of a further drop of DMF, the THF was evaporated to yield 2-chloro-4-(2'-methylpropionamido)benzoyl chloride as a viscous brown gum which was used wi... Starting materials: CO, [N-]=[N+]=NCc1ccc(COc2ccc(Cl)cc2)cc1, Cl[Sn]Cl. Product: NCc1ccc(COc2ccc(Cl)cc2)cc1. As a reaction SMILES: [CH3:23][OH:24].[Cl:1][c:2]1[cH:3][cH:4][c:5]([O:6][CH2:7][c:8]2[cH:9][cH:10][c:11]([CH2:12][N:13]=[N+:14]=[N-:15])[cH:16][cH:17]2)[cH:18][cH:19]1.[Sn:20]([Cl:21])[Cl:22]>>[Cl:1][c:2]1[cH:3][cH:4][c:5]([O:6][CH2:7][c:8]2[cH:9][cH:10][c:11]([CH2:12][NH2:13])[cH:16][cH:17]2)[cH:18][cH:19]1. Starting materials: COC1=C(C=CC=C1)C(C#N)CC1=NC=CC=C1 (2-(2-methoxyphenyl)-3-(2-pyridyl)propionitrile), [OH-].[Na+] (sodium hydroxide), ClCN1N=CN=C1 (1-(chloromethyl)-1,2,4-triazole), CS(=O)C (DMSO). Solvent: O (water). Reaction conditions: time 2 hour. Yields the product C(#N)C(CN1N=CN=C1)(CC1=NC=CC=C1)C1=C(C=CC=C1)OC (1-[2-Cyano-2-(2-methoxyphenyl)-3-(2-pyridyl)propyl]-1,2,4-triazole). Reaction SMILES: [CH3:1][O:2][C:3]1[CH:8]=[CH:7][CH:6]=[CH:5][C:4]=1[CH:9]([CH2:12][C:13]1[CH:18]=[CH:17][CH:16]=[CH:15][N:14]=1)[C:10]#[N:11].Cl[CH2:20][N:21]1[CH:25]=[N:24][CH:23]=[N:22]1.CS(C)=O.[OH-].[Na+]>O>[C:10]([C:9]([C:4]1[CH:5]=[CH:6][CH:7]=[CH:8][C:3]=1[O:2][CH3:1])([CH2:12][C:13]1[CH:18]=[CH:17][CH:16]=[CH:15][N:14]=1)[CH2:20][N:21]1[CH:25]=[N:24][CH:23]=[N:22]1)#[N:11] |f:3.4|. Procedure: To a flask was added 5.0 g. (0.021 mole) of 2-(2-methoxyphenyl)-3-(2-pyridyl)propionitrile, 5.0 g. (0.031 mole) of 1-(chloromethyl)-1,2,4-triazole, and 150 ml. of DMSO, followed by 10 g. (0.125 mole) of 50% aqueous sodium hydroxide over 30 minutes. The reaction exothermed to 40° C. and was stirred for an additional two hours. After cooling, water was added and the organic material extracted with ether. The combined ether extracts were then washed with water, dried using magnesium sulfate, filter... Starting materials: Cl (Hydrogen chloride), C1(CC1)CNN1C(C(=C(C2=CC=CC=C12)O)C1=NS(C2=C(N1)C=CC(=C2)OCC#N)(=O)=O)=O ([(3-{1-[(cyclopropylmethyl)amino]-4-hydroxy-2-oxo-1,2-dihydroquinolin-3-yl}-1,1-dioxido-4H-1,2,4-benzothiadiazin-7-yl)oxy]acetonitrile), CO (methanol). Conditions: time 3 hour. Yields the product C1(CC1)CNN1C(C(=C(C2=CC=CC=C12)O)C1=NS(C2=C(N1)C=CC(=C2)OCC(OC)=N)(=O)=O)=O (methyl 2-[(3-{1-[(cyclopropylmethyl)amino]-4-hydroxy-2-oxo-1,2-dihydroquinolin-3-yl}-1,1-dioxido-4H-1,2,4-benzothiadiazin-7-yl)oxy]ethanimidoate). RXN SMILES: Cl.[CH:2]1([CH2:5][NH:6][N:7]2[C:16]3[C:11](=[CH:12][CH:13]=[CH:14][CH:15]=3)[C:10]([OH:17])=[C:9]([C:18]3[NH:23][C:22]4[CH:24]=[CH:25][C:26]([O:28][CH2:29][C:30]#[N:31])=[CH:27][C:21]=4[S:20](=[O:33])(=[O:32])[N:19]=3)[C:8]2=[O:34])[CH2:4][CH2:3]1.[CH3:35][OH:36]>>[CH:2]1([CH2:5][NH:6][N:7]2[C:16]3[C:11](=[CH:12][CH:13]=[CH:14][CH:15]=3)[C:10]([OH:17])=[C:9]([C:18]3[NH:23][C:22]4[CH:24]=[CH:25][C:26]([O:28][CH2:29][C:30](=[NH:31])[O:36][CH3:35])=[CH:27][C:21]=4[S:20](=[O:33])(=[O:32])[N:19]=3)[C:8]2=[O:34])[CH2:3][CH2:4]1. Procedure: Hydrogen chloride gas was bubbled into a solution of the product of Example 392A (50 mg, 0.11 mmol) in methanol (10 mL) at 0° C. until saturation. The reaction was stirred at room temperature for 3 hours. The solution was evaporated under reduced pressure to give title compound (quantitative yield). Reactants: ClC1=NC(=CC=C1[N+](=O)[O-])Cl (2,6-Dichloro-3-nitropyridine), Cl (HCl), FC1=C(N)C=CC=C1F (2,3-difluoroaniline), [OH-].[K+] (potassium hydroxide). Solvent: C(C)O (ethanol), CCOC(=O)C (EtOAc), O (H2O). Conditions: temperature 120 celsius. Yields the product FC1=C(C=CC=C1F)NC1=C(C=CC(=N1)O)[N+](=O)[O-] (6-(2,3-Difluorophenylamino)-5-nitropyridin-2-ol). Yield: 26.7%. As a reaction SMILES: Cl[C:2]1[C:7]([N+:8]([O-:10])=[O:9])=[CH:6][CH:5]=[C:4](Cl)[N:3]=1.[F:12][C:13]1[C:19]([F:20])=[CH:18][CH:17]=[CH:16][C:14]=1[NH2:15].[OH-:21].[K+].Cl>C(O)C.CCOC(C)=O.O>[F:12][C:13]1[C:19]([F:20])=[CH:18][CH:17]=[CH:16][C:14]=1[NH:15][C:2]1[N:3]=[C:4]([OH:21])[CH:5]=[CH:6][C:7]=1[N+:8]([O-:10])=[O:9] |f:2.3|. Procedure details: 2,6-Dichloro-3-nitropyridine (2.0 g, 10.4 mmol) and 2,3-difluoroaniline (2.5 g, 20.7 mmol) were taken up in ethanol (10.0 mL) and heated to 120° C. for 18 hours in a sealed tube. The solution was cooled in an ice bath, and the resulting precipitate was collected by vacuum filtration. The solid intermediate was dissolved in dioxane (12 mL) and 2 M aqueous potassium hydroxide solution (6.0 mL, 12.0 mmol) was added. The reaction mixture was heated to 80° C. for 18 h. After cooling to ambient temper... Reactants: COc1ccc(C2=NN(C3CCNCC3)C(=O)C2(C)C)cc1OC, O=C(O)c1cccc2cc(O)ccc12. The product is COc1ccc(C2=NN(C3CCN(C(=O)c4cccc5cc(O)ccc45)CC3)C(=O)C2(C)C)cc1OC. Reaction SMILES: [CH3:1][O:2][c:3]1[cH:4][c:5]([C:11]2=[N:15][N:14]([CH:16]3[CH2:17][CH2:18][NH:19][CH2:20][CH2:21]3)[C:13](=[O:22])[C:12]2([CH3:23])[CH3:24])[cH:6][cH:7][c:8]1[O:9][CH3:10].[OH:25][c:26]1[cH:27][c:28]2[cH:29][cH:30][cH:31][c:32]([C:36](=[O:37])[OH:38])[c:33]2[cH:34][cH:35]1>>[CH3:1][O:2][c:3]1[cH:4][c:5]([C:11]2=[N:15][N:14]([CH:16]3[CH2:17][CH2:18][N:19]([C:36]([c:32]4[cH:31][cH:30][cH:29][c:28]5[cH:27][c:26]([OH:25])[cH:35][cH:34][c:33]54)=[O:37])[CH2:20][CH2:21]3)[C:13](=[O:22])[C:12]2([CH3:23])[CH3:24])[cH:6][cH:7][c:8]1[O:9][CH3:10]. Procedure: A mixture of 2-[4-(1-tert-butoxycarbonylamino-cyclobutyl)-phenyl]-8-methoxy-3-phenyl-imidazo[1,2-a]pyridine-6-carboxylic acid methyl ester (200 mg) and a solution of ammonia in methanol (7M, 2.65 mL) was heated at 120° C. for 6 hours under microwave irradiation. On cooling, the reaction mixture was concentrated in vacuo. Purification was achieved by chromatography on silica gel to give the title compound. Run in CO (methanol). Reaction SMILES: C[O:2][C:3]([C:5]1[CH:6]=[C:7]([O:38][CH3:39])[C:8]2[N:9]([C:11]([C:32]3[CH:37]=[CH:36][CH:35]=[CH:34][CH:33]=3)=[C:12]([C:14]3[CH:19]=[CH:18][C:17]([C:20]4([NH:24][C:25]([O:27][C:28]([CH3:31])([CH3:30])[CH3:29])=[O:26])[CH2:23][CH2:22][CH2:21]4)=[CH:16][CH:15]=3)[N:13]=2)[CH:10]=1)=O.[NH3:40]>CO>[C:28]([O:27][C:25](=[O:26])[NH:24][C:20]1([C:17]2[CH:16]=[CH:15][C:14]([C:12]3[N:13]=[C:8]4[C:7]([O:38][CH3:39])=[CH:6][C:5]([C:3](=[O:2])[NH2:40])=[CH:10][N:9]4[C:11]=3[C:32]3[CH:33]=[CH:34][CH:35]=[CH:36][CH:37]=3)=[CH:19][CH:18]=2)[CH2:21][CH2:22][CH2:23]1)([CH3:30])([CH3:29])[CH3:31]. The reactants are COC(=O)C=1C=C(C=2N(C1)C(=C(N2)C2=CC=C(C=C2)C2(CCC2)NC(=O)OC(C)(C)C)C2=CC=CC=C2)OC (2-[4-(1-tert-butoxycarbonylamino-cyclobutyl)-phenyl]-8-methoxy-3-phenyl-imidazo[1,2-a]pyridine-6-carboxylic acid methyl ester), N (ammonia). The product is C(C)(C)(C)OC(NC1(CCC1)C1=CC=C(C=C1)C=1N=C2N(C=C(C=C2OC)C(N)=O)C1C1=CC=CC=C1)=O ({1-[4-(6-carbamoyl-8-methoxy-3-phenylimidazo[1,2-a]pyridin-2-yl)-phenyl]-cyclobutyl}-carbamic acid tert-butyl ester). The reactants are CC(C)(C)OC(=O)N1CCCC1COc1ccc(NCc2ccccc2)cc1, CO, CCOCC, Cl. The product is c1ccc(CNc2ccc(OCC3CCCN3)cc2)cc1. RXN SMILES: [C:1]([O:2][C:3](=[O:4])[N:8]1[CH:9]([CH2:13][O:14][c:15]2[cH:16][cH:17][c:18]([NH:21][CH2:22][c:23]3[cH:24][cH:25][cH:26][cH:27][cH:28]3)[cH:19][cH:20]2)[CH2:10][CH2:11][CH2:12]1)([CH3:5])([CH3:6])[CH3:7].[CH3:30][OH:31].[CH3:32][CH2:33][O:34][CH2:35][CH3:36].[ClH:29]>>[NH:8]1[CH:9]([CH2:13][O:14][c:15]2[cH:16][cH:17][c:18]([NH:21][CH2:22][c:23]3[cH:24][cH:25][cH:26][cH:27][cH:28]3)[cH:19][cH:20]2)[CH2:10][CH2:11][CH2:12]1. Yields the product C(C1=CC=CC=C1)N1C(=NC(=C1CC#N)Cl)C1=CC(=C(C=C1)N(C)C)Cl (1-benzyl-4-chloro-5-cyanomethyl-2-(4-dimethylamino-3-chlorophenyl)imidazole). Reactants: C(C1=CC=CC=C1)N1C(=NC(=C1CC#N)Cl)C1=CC=C(C=C1)N(C)C (1-benzyl-4-chloro-5-cyanomethyl-2-(4-dimethylaminophenyl)imidazole), ClN1C(CCC1=O)=O (N-chlorosuccinimide). The yield is 63.7%. Procedure details: 2 g of 1-benzyl-4-chloro-5-cyanomethyl-2-(4-dimethylaminophenyl)imidazole and 1 g of N-chlorosuccinimide were stirred in 30 ml of dioxane at 50° C. for 2 hours. The reaction solution was evaporated to dryness under reduced pressure, and the residue was dissolved in 100 ml of chloroform, followed by washing twice with water and evaporating to dryness under reduced pressure. The residue was recrystallized twice from 20 ml of methanol, thus yielding 1.4 g of 1-benzyl-4-chloro-5-cyanomethyl-2-(4-dim... Solvent: O1CCOCC1 (dioxane). RXN SMILES: [CH2:1]([N:8]1[C:12]([CH2:13][C:14]#[N:15])=[C:11]([Cl:16])[N:10]=[C:9]1[C:17]1[CH:22]=[CH:21][C:20]([N:23]([CH3:25])[CH3:24])=[CH:19][CH:18]=1)[C:2]1[CH:7]=[CH:6][CH:5]=[CH:4][CH:3]=1.[Cl:26]N1C(=O)CCC1=O>O1CCOCC1>[CH2:1]([N:8]1[C:12]([CH2:13][C:14]#[N:15])=[C:11]([Cl:16])[N:10]=[C:9]1[C:17]1[CH:22]=[CH:21][C:20]([N:23]([CH3:24])[CH3:25])=[C:19]([Cl:26])[CH:18]=1)[C:2]1[CH:3]=[CH:4][CH:5]=[CH:6][CH:7]=1.